From a dataset of the Open Reaction Database (ORD), a public repository of structured organic reaction records. describe an organic reaction: reactants, conditions, products, and yield Reactants: FC=1C=C(C=C(C1)F)CC(=O)N[C@@H](C)C(=O)O (N-(3,5-difluorophenylacetyl)-L-alanine), Cl.NC1(CC1)C(=O)OC (methyl 1-aminocyclopropane-1-carboxylate hydrochloride). Solvent: C(Cl)(Cl)Cl.CO (CHCl3 MeOH). The product is FC=1C=C(C=C(C1)F)CC(=O)N[C@@H](C)C(=O)NC1(CC1)C(=O)OC (Methyl N-[N-(3,5-Difluorophenylacetyl)-L-alaninyl]-1-aminocyclopropane-1-carboxylate). Reaction SMILES: [F:1][C:2]1[CH:3]=[C:4]([CH2:9][C:10]([NH:12][C@H:13]([C:15]([OH:17])=O)[CH3:14])=[O:11])[CH:5]=[C:6]([F:8])[CH:7]=1.Cl.[NH2:19][C:20]1([C:23]([O:25][CH3:26])=[O:24])[CH2:22][CH2:21]1>C(Cl)(Cl)Cl.CO>[F:8][C:6]1[CH:5]=[C:4]([CH2:9][C:10]([NH:12][C@H:13]([C:15]([NH:19][C:20]2([C:23]([O:25][CH3:26])=[O:24])[CH2:22][CH2:21]2)=[O:17])[CH3:14])=[O:11])[CH:3]=[C:2]([F:1])[CH:7]=1 |f:1.2,3.4|. Reported procedure: Following General Procedure C and using N-(3,5-difluorophenylacetyl)-L-alanine (from Example B2 above) and methyl 1-aminocyclopropane-1-carboxylate hydrochloride (Sigma), the title compound was prepared as a solid. The reaction was monitored by tlc (Rf=0.3 in 95:5 CHCl3/MeOH) and the product was purified by silica gel chromatography using 97:3 CHCl3/MeOH as the eluent. The reactants are C1CCOC1, CO, [Li]CCCC, CCCN(CC(C)O)S(=O)(=O)c1sc2ccc(Cl)cc2c1Br. Product: CCCN(CC(C)O)S(=O)(=O)c1cc2cc(Cl)ccc2s1. Reaction SMILES: [CH2:30]1[O:31][CH2:32][CH2:33][CH2:34]1.[CH3:28][OH:29].[Li:1][CH2:2][CH2:3][CH2:4][CH3:5].[OH:6][CH:7]([CH2:8][N:9]([S:10](=[O:11])(=[O:12])[c:13]1[c:14]([Br:23])[c:15]2[c:16]([s:17]1)[cH:18][cH:19][c:20]([Cl:22])[cH:21]2)[CH2:24][CH2:25][CH3:26])[CH3:27]>>[OH:6][CH:7]([CH2:8][N:9]([S:10](=[O:11])(=[O:12])[c:13]1[cH:14][c:15]2[c:16]([s:17]1)[cH:18][cH:19][c:20]([Cl:22])[cH:21]2)[CH2:24][CH2:25][CH3:26])[CH3:27]. Starting materials: C(#N)C1=C(N)C=C(C(=C1)OC)OC (2-cyano-4,5-dimethoxyaniline), [OH-].[Na+] (sodium hydroxide), P(=O)(Cl)(Cl)Cl (Phosphorus oxychloride), C(C)(=O)N1CC2=CC(=C(C=C2CC1)OCC1=CC=CC=C1)OC (N-acetyl-6-benzyloxy-7-methoxy-1,2,3,4-tetrahydroisoquinoline). Run in C(Cl)Cl (methylene chloride), O (water), C(Cl)Cl (methylene chloride). Yields the product C(C1=CC=CC=C1)OC=1C=C2CCN(CC2=CC1OC)C(C)=NC1=C(C=C(C(=C1)OC)OC)C#N (N-(1-[6-Benzyloxy-7-methoxy-1,2,3,4-tetrahydroisoquinol-2-yl]ethylidene)-2-cyano-4,5-dimethoxyaniline). Yield: 72.8%. Reaction SMILES: P(Cl)(Cl)(Cl)=O.[C:6]([N:9]1[CH2:18][CH2:17][C:16]2[C:11](=[CH:12][C:13]([O:27][CH3:28])=[C:14]([O:19][CH2:20][C:21]3[CH:26]=[CH:25][CH:24]=[CH:23][CH:22]=3)[CH:15]=2)[CH2:10]1)(=O)[CH3:7].[C:29]([C:31]1[CH:37]=[C:36]([O:38][CH3:39])[C:35]([O:40][CH3:41])=[CH:34][C:32]=1[NH2:33])#[N:30].[OH-].[Na+]>C(Cl)Cl.O>[CH2:20]([O:19][C:14]1[CH:15]=[C:16]2[C:11](=[CH:12][C:13]=1[O:27][CH3:28])[CH2:10][N:9]([C:6](=[N:33][C:32]1[CH:34]=[C:35]([O:40][CH3:41])[C:36]([O:38][CH3:39])=[CH:37][C:31]=1[C:29]#[N:30])[CH3:7])[CH2:18][CH2:17]2)[C:21]1[CH:22]=[CH:23][CH:24]=[CH:25][CH:26]=1 |f:3.4|. Reported procedure: Phosphorus oxychloride (3.24 ml) was added over 1 minute to a stirred solution of N-acetyl-6-benzyloxy-7-methoxy-1,2,3,4-tetrahydroisoquinoline (10 g) in methylene chloride (100 ml) at 10°. After stirring for twenty minutes at room temperature, a solution of 2-cyano-4,5-dimethoxyaniline (5.72 g) in methylene chloride (80 ml) was added and the resulting suspension was heated at reflux for 16 hours. The reaction mixture was then allowed to cool, water (60 ml) was added followed by 40% sodium hydro... Reactants: C(C)(C)N1N=C(C=CC1=O)C=1N=C(C(=NC1C1=CC=CC=C1)C#N)C#N (5-(1-isopropyl-6-oxo-1,6-dihydro-3-pyridazinyl)-6-phenyl-2,3-pyrazinedicarbonitrile), CCO (EtOH), CCO (EtOH). The reagents and catalysts are O.O.[O-][Mo](=O)(=O)[O-].[Na+].[Na+] (sodium molybdate dihydrate). Run in OO (hydrogen peroxide), O (water). Run at temperature 42.5 celsius, time 3 hour. Product: C(#N)C=1C(=NC(=C(N1)C1=NN(C(C=C1)=O)C(C)C)C1=CC=CC=C1)C(=O)N (3-cyano-5-(1-isopropyl-6-oxo-1,6-dihydro-3-pyridazinyl)-6-phenyl-2-pyrazinecarboxamide). Reaction SMILES: [CH:1]([N:4]1[C:9](=[O:10])[CH:8]=[CH:7][C:6]([C:11]2[N:12]=[C:13]([C:25]#[N:26])[C:14]([C:23]#[N:24])=[N:15][C:16]=2[C:17]2[CH:22]=[CH:21][CH:20]=[CH:19][CH:18]=2)=[N:5]1)([CH3:3])[CH3:2].CC[OH:29]>OO.O.O.O.[O-][Mo]([O-])(=O)=O.[Na+].[Na+]>[C:25]([C:13]1[C:14]([C:23]([NH2:24])=[O:29])=[N:15][C:16]([C:17]2[CH:22]=[CH:21][CH:20]=[CH:19][CH:18]=2)=[C:11]([C:6]2[CH:7]=[CH:8][C:9](=[O:10])[N:4]([CH:1]([CH3:3])[CH3:2])[N:5]=2)[N:12]=1)#[N:26] |f:4.5.6.7.8|. Reported procedure: To a solution of 5-(1-isopropyl-6-oxo-1,6-dihydro-3-pyridazinyl)-6-phenyl-2,3-pyrazinedicarbonitrile (343 mg) in EtOH (10 ml) was dropwise added a solution of sodium molybdate dihydrate (12.1 mg) in a mixture of 30% hydrogen peroxide solution in water (0.57 ml) and EtOH (1.5 ml) and the mixture was stirred at 40-45° C. for 3 hours. After ice-cooling, a precipitate was collected by filtration to give 3-cyano-5-(1-isopropyl-6-oxo-1,6-dihydro-3-pyridazinyl)-6-phenyl-2-pyrazinecarboxamide as a solid... Reactants: BrC1=CC=C(C=C1)C=1NC(C2=CC(=CC=C2C1)F)=O (3-(4-bromo-phenyl)-7-fluoro-2H-isoquinolin-1-one), CN1N=CC(=C1)B1OC(C(O1)(C)C)(C)C (1-methyl-4-(4,4,5,5-tetramethyl-[1,3,2]dioxaborolan-2-yl)-1H-pyrazole), C(O)([O-])=O.[Na+] (sodium hydrogen carbonate). The reagents and catalysts are C1=CC=C(C=C1)P(C2=CC=CC=C2)C3=CC=CC=C3.C1=CC=C(C=C1)P(C2=CC=CC=C2)C3=CC=CC=C3.Cl[Pd]Cl (bis(triphenylphosphine)-palladium(II)-chloride). Solvent: CN(C)C=O (DMF), O (water), O (water). Reaction conditions: temperature 40 celsius, time 20 hour. Yields the product FC1=CC=C2C=C(NC(C2=C1)=O)C1=CC=C(C=C1)C=1C=NN(C1)C (7-fluoro-3-[4-(1-methyl-1H-pyrazol-4-yl)-phenyl]-2H-isoquinolin-1-one). RXN SMILES: Br[C:2]1[CH:7]=[CH:6][C:5]([C:8]2[NH:9][C:10](=[O:19])[C:11]3[C:16]([CH:17]=2)=[CH:15][CH:14]=[C:13]([F:18])[CH:12]=3)=[CH:4][CH:3]=1.[CH3:20][N:21]1[CH:25]=[C:24](B2OC(C)(C)C(C)(C)O2)[CH:23]=[N:22]1.C(=O)([O-])O.[Na+]>CN(C=O)C.O.C1C=CC(P(C2C=CC=CC=2)C2C=CC=CC=2)=CC=1.C1C=CC(P(C2C=CC=CC=2)C2C=CC=CC=2)=CC=1.Cl[Pd]Cl>[F:18][C:13]1[CH:12]=[C:11]2[C:16]([CH:17]=[C:8]([C:5]3[CH:6]=[CH:7][C:2]([C:24]4[CH:23]=[N:22][N:21]([CH3:20])[CH:25]=4)=[CH:3][CH:4]=3)[NH:9][C:10]2=[O:19])=[CH:15][CH:14]=1 |f:2.3,6.7.8|. Reported procedure: A suspension of 3-(4-bromo-phenyl)-7-fluoro-2H-isoquinolin-1-one (159 mg, 0.50 mmol), 1-methyl-4-(4,4,5,5-tetramethyl-[1,3,2]dioxaborolan-2-yl)-1H-pyrazole (114 mg, 0.55 mmol) and sodium hydrogen carbonate (50.4 mg, 0.60 mmol) in DMF (1 ml) and water (0.5 ml) is flushed with nitrogen and heated to 40° C. Then bis(triphenylphosphine)-palladium(II)-chloride (7.0 mg, 0.01 mmol) is added. The reaction mixture is heated to 80° C. and stirred at this temperature for 20 hours. The mixture is allowed to... Reactants: CC(C)(C)OC(=O)NCCCBr, CCOC(=O)CC1OB(O)c2cc(Oc3cccc(O)c3)cc(C)c21, [Cl-], Cl, [H-], [NH4+], [Na+], CN(C)C=O, O. Yields the product CCOC(=O)CC1OB(O)c2cc(Oc3cccc(OCCCNC(=O)OC(C)(C)C)c3)cc(C)c21. RXN SMILES: [C:26]([CH3:27])([CH3:28])([CH3:29])[O:30][C:31]([NH:32][CH2:33][CH2:34][CH2:35][Br:36])=[O:37].[CH2:1]([CH3:2])[O:3][C:4]([CH2:5][CH:6]1[c:7]2[c:8]([cH:12][c:13]([O:17][c:18]3[cH:19][c:20]([OH:24])[cH:21][cH:22][cH:23]3)[cH:14][c:15]2[CH3:16])[B:9]([OH:11])[O:10]1)=[O:25].[Cl-:40].[ClH:42].[H-:39].[NH4+:41].[Na+:38].[O:43]=[CH:44][N:45]([CH3:46])[CH3:47].[OH2:48]>>[CH2:1]([CH3:2])[O:3][C:4]([CH2:5][CH:6]1[c:7]2[c:8]([cH:12][c:13]([O:17][c:18]3[cH:19][c:20]([O:24][CH2:35][CH2:34][CH2:33][NH:32][C:31]([O:30][C:26]([CH3:27])([CH3:28])[CH3:29])=[O:37])[cH:21][cH:22][cH:23]3)[cH:14][c:15]2[CH3:16])[B:9]([OH:11])[O:10]1)=[O:25]. Reactants: ClC=1C=C(C=CC1Cl)CN ((3,4-dichlorophenyl)methanamine), OC=1C2=C(N=NN1)C(=CC=C2)C(=O)N (4-hydroxybenzo[d][1,2,3]-triazine-8-carboxamide). Yields the product ClC=1C=C(CNC=2C3=C(N=NN2)C(=CC=C3)C(=O)N)C=CC1Cl (4-((3,4-dichlorobenzyl)amino)benzo[d][1,2,3]triazine-8-carboxamide). As a reaction SMILES: [Cl:1][C:2]1[CH:3]=[C:4]([CH2:9][NH2:10])[CH:5]=[CH:6][C:7]=1[Cl:8].O[C:12]1[C:13]2[CH:21]=[CH:20][CH:19]=[C:18]([C:22]([NH2:24])=[O:23])[C:14]=2[N:15]=[N:16][N:17]=1>>[Cl:1][C:2]1[CH:3]=[C:4]([CH:5]=[CH:6][C:7]=1[Cl:8])[CH2:9][NH:10][C:12]1[C:13]2[CH:21]=[CH:20][CH:19]=[C:18]([C:22]([NH2:24])=[O:23])[C:14]=2[N:15]=[N:16][N:17]=1. Procedure: Compound 2 was prepared following general synthetic scheme 7 wherein (3,4-dichlorophenyl)methanamine was reacted with 4-hydroxybenzo[d][1,2,3]-triazine-8-carboxamide to give the title compound. LC-MS [350 (M+1)], 1H NMR (400 MHz, DMSO-d6): δ 9.37 (s, 1H), 9.31 (t, 1H), 8.54 (d, 1H), 8.49 (d, 1H), 8.05 (s, 1H), 8.00 (t, 1H), 7.70 (s, 1H), 7.60 (d, 1H), 7.40 (d, 1H), 4.90 (d, 1H).